This data is from the Open Reaction Database (ORD), a public repository of structured organic reaction records. The task is: describe an organic reaction: reactants, conditions, products, and yield Reactants: CC1=C(C=CC2=C1C(OC(N2)=O)=O)N(C)C (5-methyl-6-(N,N-dimethylamino)-4H-3,1-benzoxazin-2,4-dione), Cl (HCl), C(C)(=O)[O-].[Na+] (sodium acetate). The solvent is [OH-].[Na+] (NaOH). Run at time 1 hour. Yields the product NC1=CC=C(C(=C1C(=O)O)C)N(C)C (6-Amino-3-(N,N-dimethylamino)-2-methylbenzoic Acid). Isolated yield 60.0%. As a reaction SMILES: [CH3:1][C:2]1[C:7]2[C:8](=[O:13])[O:9]C(=O)[NH:11][C:6]=2[CH:5]=[CH:4][C:3]=1[N:14]([CH3:16])[CH3:15].Cl.C([O-])(=O)C.[Na+]>[OH-].[Na+]>[NH2:11][C:6]1[C:7]([C:8]([OH:13])=[O:9])=[C:2]([CH3:1])[C:3]([N:14]([CH3:15])[CH3:16])=[CH:4][CH:5]=1 |f:2.3,4.5|. Reported procedure: The product of Step A (1.20 g, 5.5 mmol) was suspended in 16.5 mL of 1N NaOH and stirred at room temperature for 1 hour. The pH was adjusted to 4 with 3N HCl and concentrated to near dryness under reduced pressure. The wet residue was suspended in EtOAc and treated with sodium acetate (1.30 g, 18 mmol). The EtOAc layer was dried (Na2SO4), filtered and evaporated under reduced pressure affording 641 mg (61%) of product. 1H-NMR (300 MHz, d6-DMSO) δ 2.18 (s, 3H), 2.46 (s, 6H), 6.35 (d. J=8 Hz, 1H),... Starting materials: ClC(C(=O)N=C=O)=C(Cl)Cl (trichloroacryloyl-isocyanate), N1=C(NC2=C1C=CC=C2)NC(OC)=O (methyl 2-benzimidazolyl-carbamate). Reagents/catalysts: N12CCN(CC1)CC2 (1,4-diazabicyclo (2,2,2) octane). Run in O1CCCC1 (tetrahydrofuran). Conditions: time 17 hour. The product is ClC(C(=O)NC(=O)N1C(=NC2=C1C=CC=C2)NC(OC)=O)=C(Cl)Cl (methyl 1-trichloroacryloylcarbamoyl-2-benzimidazolyl-carbamate). Isolated yield 88.9%. Reaction SMILES: [Cl:1][C:2](=[C:8]([Cl:10])[Cl:9])[C:3]([N:5]=[C:6]=[O:7])=[O:4].[N:11]1[C:15]2[CH:16]=[CH:17][CH:18]=[CH:19][C:14]=2[NH:13][C:12]=1[NH:20][C:21](=[O:24])[O:22][CH3:23]>O1CCCC1.N12CCN(CC1)CC2>[Cl:1][C:2](=[C:8]([Cl:10])[Cl:9])[C:3]([NH:5][C:6]([N:11]1[C:15]2[CH:16]=[CH:17][CH:18]=[CH:19][C:14]=2[N:13]=[C:12]1[NH:20][C:21](=[O:24])[O:22][CH3:23])=[O:7])=[O:4]. Reported procedure: 13.5 g of trichloroacryloyl-isocyanate were added dropwise to 10 g of methyl 2-benzimidazolyl-carbamate and 0.1 g of 1,4-diazabicyclo (2,2,2) octane in 160 ml of tetrahydrofuran and the mixture was stirred for 17 hours at room temperature and was vacuum filtered. The crystals obtained were washed with petroleum ether and dried under reduced pressure to obtain 18.2 g of methyl 1-trichloroacryloylcarbamoyl-2-benzimidazolyl-carbamate as a solid melting at 231°C.